From a dataset of the Open Reaction Database (ORD), a public repository of structured organic reaction records. describe an organic reaction: reactants, conditions, products, and yield Reaction SMILES: [CH3:1][O:2][c:3]1[c:4]([C:11]([CH2:12][Cl:13])=[O:14])[cH:5][c:6]([O:9][CH3:10])[cH:7][cH:8]1.[CH3:20][C:21]([CH3:22])=[O:23].[N-:16]=[N+:17]=[N-:18].[Na+:15].[OH2:19].[OH2:24]>>[CH3:1][O:2][c:3]1[c:4]([C:11]([CH2:12][N:16]=[N+:17]=[N-:18])=[O:14])[cH:5][c:6]([O:9][CH3:10])[cH:7][cH:8]1. The reactants are COc1ccc(OC)c(C(=O)CCl)c1, CC(C)=O, [N-]=[N+]=[N-], [Na+], O, O. Product: COc1ccc(OC)c(C(=O)CN=[N+]=[N-])c1.